Dataset: the Open Reaction Database (ORD), a public repository of structured organic reaction records. Task: describe an organic reaction: reactants, conditions, products, and yield The reactants are OC1=CC(=C(C(=O)O)C(=C1)C)C (4-hydroxy-2,6-dimethylbenzoic acid), BrCC1CC1 ((bromomethyl)cyclopropane). Yields the product C1(CC1)COC1=CC(=C(C(=O)OCC2CC2)C(=C1)C)C (cyclopropylmethyl 4-(cyclopropylmethoxy)-2,6-dimethylbenzoate). Reaction SMILES: [OH:1][C:2]1[CH:10]=[C:9]([CH3:11])[C:5]([C:6]([OH:8])=[O:7])=[C:4]([CH3:12])[CH:3]=1.Br[CH2:14][CH:15]1[CH2:17][CH2:16]1>>[CH:17]1([CH2:16][O:1][C:2]2[CH:10]=[C:9]([CH3:11])[C:5]([C:6]([O:8][CH2:14][CH:15]3[CH2:17][CH2:16]3)=[O:7])=[C:4]([CH3:12])[CH:3]=2)[CH2:15][CH2:14]1. Procedure: Using 4-hydroxy-2,6-dimethylbenzoic acid and (bromomethyl)cyclopropane, and in the same manner as in Example 5, the title compound was obtained.